From a dataset of the Open Reaction Database (ORD), a public repository of structured organic reaction records. describe an organic reaction: reactants, conditions, products, and yield Starting materials: solution, Cl (HCl), solution, Cl (HCl), C(C)(C)(C)OC(=O)N1CCC(CC1)OC1=C(C=CC=C1)C(=O)N1C(C=2C(=C3N=C(C(=C(N3N2)C)Cl)C)C1)(C)C (4-[2-(6-chloro-1,1,5,7-tetramethyl-1H,3H-2,4,7a,8-tetraaza-cyclopenta[a]indene-2-carbonyl)-phenoxy]-piperidine-1-carboxylic acid tert-butyl ester), O (water). The solvent is O1CCOCC1 (1,4-dioxane), O1CCOCC1 (1,4-dioxane), O1CCOCC1 (1,4-dioxane). Run at time 16 hour. Product: Cl.ClC1=C(N2N=C3C(=C2N=C1C)CN(C3(C)C)C(=O)C3=C(C=CC=C3)OC3CCNCC3)C ((6-chloro-1,1,5,7-tetramethyl-1H,3H-2,4,7a,8-tetraaza-cyclopenta[a]inden-2-yl)-[2-(piperidin-4-yloxy)-phenyl]-methanone hydrochloride). Yield: 25.2%. As a reaction SMILES: Cl.C(OC([N:9]1[CH2:14][CH2:13][CH:12]([O:15][C:16]2[CH:21]=[CH:20][CH:19]=[CH:18][C:17]=2[C:22]([N:24]2[CH2:38][C:27]3=[C:28]4[N:33]([N:34]=[C:26]3[C:25]2([CH3:40])[CH3:39])[C:32]([CH3:35])=[C:31]([Cl:36])[C:30]([CH3:37])=[N:29]4)=[O:23])[CH2:11][CH2:10]1)=O)(C)(C)C.O>O1CCOCC1>[ClH:36].[Cl:36][C:31]1[C:30]([CH3:37])=[N:29][C:28]2[N:33]([N:34]=[C:26]3[C:25]([CH3:39])([CH3:40])[N:24]([C:22]([C:17]4[CH:18]=[CH:19][CH:20]=[CH:21][C:16]=4[O:15][CH:12]4[CH2:11][CH2:10][NH:9][CH2:14][CH2:13]4)=[O:23])[CH2:38][C:27]3=2)[C:32]=1[CH3:35] |f:4.5|. Procedure details: A 4M solution of HCl in 1,4-dioxane (0.55 mL; 2.21 mmol; 4 eq.) was added to a suspension of 4-[2-(6-chloro-1,1,5,7-tetramethyl-1H,3H-2,4,7a,8-tetraaza-cyclopenta[a]indene-2-carbonyl)-phenoxy]-piperidine-1-carboxylic acid tert-butyl ester (306 mg; 0.55 mmol; 1 eq.) in 1,4-dioxane (6 mL) followed by water (604) and the resulting mixture was stirred at room temperature for 16 hours. A 4M solution of HCl in 1,4-dioxane (0.55 mL; 2.21 mmol; 4 eq.) was added and the resulting mixture was stirred at r... Reactants: COc1cc(Nc2nccc(Cl)n2)cc(OC)c1OC, Nc1ccc2c(c1S(N)(=O)=O)OCCO2, C1COCCO1. The product is COc1cc(Nc2nccc(Nc3ccc4c(c3S(N)(=O)=O)OCCO4)n2)cc(OC)c1OC. Reaction SMILES: [Cl:16][c:17]1[n:18][c:19]([NH:23][c:24]2[cH:25][c:26]([O:34][CH3:35])[c:27]([O:32][CH3:33])[c:28]([O:30][CH3:31])[cH:29]2)[n:20][cH:21][cH:22]1.[NH2:1][c:2]1[c:3]([S:12](=[O:13])(=[O:14])[NH2:15])[c:4]2[c:5]([cH:10][cH:11]1)[O:6][CH2:7][CH2:8][O:9]2.[O:36]1[CH2:37][CH2:38][O:39][CH2:40][CH2:41]1>>[NH:1]([c:2]1[c:3]([S:12](=[O:13])(=[O:14])[NH2:15])[c:4]2[c:5]([cH:10][cH:11]1)[O:6][CH2:7][CH2:8][O:9]2)[c:17]1[n:18][c:19]([NH:23][c:24]2[cH:25][c:26]([O:34][CH3:35])[c:27]([O:32][CH3:33])[c:28]([O:30][CH3:31])[cH:29]2)[n:20][cH:21][cH:22]1. Reactants: ClCCN1C(C2=CC(=C(C=C2C=N1)OC)OC)=O (2-[2chloroethyl]-6,7-dimethoxy-1(2H)-phthalazinone), FC1=CC=C(C(=O)C2CCNCC2)C=C1 (4-(4-fluorobenzoyl)-piperidine), ClCCN1C(C2=CC=CC=C2C=N1)=O (2-(2-chloroethyl)-1(2H)-phthalazinone), C1(=CC=CC=C1)N1CCNCC1 (N-phenyl piperazine). Solvent: C(C)O.C(C)OCC (ethyl alcohol ethyl ether). Product: Cl.FC1=CC=C(C(=O)C2CCN(CC2)CCN2C(C3=CC=CC=C3C=N2)=O)C=C1 (2-{2-[4-(4-fluorobenzoyl)-piperidin-1-yl]-ethyl}-1(2H)-phthalazinone hydrochloride). RXN SMILES: [Cl:1][CH2:2][CH2:3][N:4]1[N:13]=[CH:12][C:11]2[C:6](=[CH:7][C:8](OC)=[C:9](OC)[CH:10]=2)[C:5]1=[O:18].ClCCN1N=CC2C(=CC=CC=2)C1=O.C1(N2CCNCC2)C=CC=CC=1.[F:45][C:46]1[CH:59]=[CH:58][C:49]([C:50]([CH:52]2[CH2:57][CH2:56][NH:55][CH2:54][CH2:53]2)=[O:51])=[CH:48][CH:47]=1>C(O)C.C(OCC)C>[ClH:1].[F:45][C:46]1[CH:47]=[CH:48][C:49]([C:50]([CH:52]2[CH2:57][CH2:56][N:55]([CH2:2][CH2:3][N:4]3[N:13]=[CH:12][C:11]4[C:6](=[CH:7][CH:8]=[CH:9][CH:10]=4)[C:5]3=[O:18])[CH2:54][CH2:53]2)=[O:51])=[CH:58][CH:59]=1 |f:4.5,6.7|. Procedure details: Working as described in Example 3 but replacing 2-[2chloroethyl]-6,7-dimethoxy-1(2H)-phthalazinone with an equivalent amount of 2-(2-chloroethyl)-1(2H)-phthalazinone and replacing N-phenyl piperazine with an equivalent amount of 4-(4-fluorobenzoyl)-piperidine, 2-{2-[4-(4-fluorobenzoyl)-piperidin-1-yl]-ethyl}-1(2H)-phthalazinone hydrochloride is obtained (m.p. 230°-250° C., from ethyl alcohol/ethyl ether).